Dataset: the Open Reaction Database (ORD), a public repository of structured organic reaction records. Task: describe an organic reaction: reactants, conditions, products, and yield Starting materials: NC[C@H]1N(CCC[C@H]1C)C(=O)C=1N=C(SC1C1=CC=C(C=C1)F)C (((2S,3R)-2-(aminomethyl)-3-methylpiperidin-1-yl)(5-(4-fluorophenyl)-2-methylthiazol-4-yl)methanone), ClC1=NC=C(C=N1)Cl (2,5-dichloropyrimidine), CCN(C(C)C)C(C)C (DIPEA). Solvent: C(C)(C)O (isopropanol). Run at temperature 120 celsius, time 1 hour. Yields the product ClC=1C=NC(=NC1)NC[C@H]1N(CCC[C@H]1C)C(=O)C=1N=C(SC1C1=CC=C(C=C1)F)C (((2S,3R)-2-(((5-Chloropyrimidin-2-yl)amino)methyl)-3-methylpiperidin-1-yl)(5-(4-fluorophenyl)-2-methylthiazol-4-yl)methanone). RXN SMILES: [NH2:1][CH2:2][C@@H:3]1[C@H:8]([CH3:9])[CH2:7][CH2:6][CH2:5][N:4]1[C:10]([C:12]1[N:13]=[C:14]([CH3:24])[S:15][C:16]=1[C:17]1[CH:22]=[CH:21][C:20]([F:23])=[CH:19][CH:18]=1)=[O:11].Cl[C:26]1[N:31]=[CH:30][C:29]([Cl:32])=[CH:28][N:27]=1.CCN(C(C)C)C(C)C>C(O)(C)C>[Cl:32][C:29]1[CH:28]=[N:27][C:26]([NH:1][CH2:2][C@@H:3]2[C@H:8]([CH3:9])[CH2:7][CH2:6][CH2:5][N:4]2[C:10]([C:12]2[N:13]=[C:14]([CH3:24])[S:15][C:16]=2[C:17]2[CH:18]=[CH:19][C:20]([F:23])=[CH:21][CH:22]=2)=[O:11])=[N:31][CH:30]=1. Procedure details: A mixture of ((2S,3R)-2-(aminomethyl)-3-methylpiperidin-1-yl)(5-(4-fluorophenyl)-2-methylthiazol-4-yl)methanone (50 mg, 145 μmol), 2,5-dichloropyrimidine (43 mg, 287 μmol), and DIPEA (75 mg, 431 mol) in isopropanol was stirred at 120° C. for 1 h in a microwave reactor. The crude reaction mixture was purified by reverse-phase preparative HPLC to afford the title compound. MS (ESI) 460 (M+H). 1H NMR (500 MHz, CDCl3) δ 8.25-6.85 (m, 7H), 5.55-2.65 (m, 8H), 1.95-0.85 (m, 8H). Starting materials: O=C([O-])O, ClCCl, [Na+], [Na+], [Na+], O=C(O)C(F)(F)F, Cc1nc(C(=O)N2CCOC3(CC[NH+](CCOc4ccc(CCO)cc4)CC3)C2)cs1, O=S([O-])([O-])=S. Product: Cc1nc(C(=O)N2CCOC3(CCN(CCOc4ccc(CC=O)cc4)CC3)C2)cs1. Reaction SMILES: [C:46](=[O:47])([OH:48])[O-:49].[Cl:51][CH2:52][Cl:53].[Na+:44].[Na+:45].[Na+:50].[OH:1][C:2]([C:3]([F:4])([F:5])[F:6])=[O:7].[OH:8][CH2:9][CH2:10][c:11]1[cH:12][cH:13][c:14]([O:15][CH2:16][CH2:17][NH+:18]2[CH2:19][CH2:20][C:21]3([CH2:22][N:23]([C:27](=[O:28])[c:29]4[n:30][c:31]([CH3:34])[s:32][cH:33]4)[CH2:24][CH2:25][O:26]3)[CH2:35][CH2:36]2)[cH:37][cH:38]1.[S:39]([O-:40])([O-:41])(=[O:42])=[S:43]>>[O:8]=[CH:9][CH2:10][c:11]1[cH:12][cH:13][c:14]([O:15][CH2:16][CH2:17][N:18]2[CH2:19][CH2:20][C:21]3([CH2:22][N:23]([C:27](=[O:28])[c:29]4[n:30][c:31]([CH3:34])[s:32][cH:33]4)[CH2:24][CH2:25][O:26]3)[CH2:35][CH2:36]2)[cH:37][cH:38]1. Starting materials: CI, CCN(C(C)C)C(C)C, CN(C)C=O, O=C(O)COc1ccc(CO)cc1. The product is COC(=O)COc1ccc(CO)cc1. Reaction SMILES: [CH3:23][I:24].[CH:14]([N:15]([CH2:16][CH3:17])[CH:18]([CH3:19])[CH3:20])([CH3:21])[CH3:22].[O:25]=[CH:26][N:27]([CH3:28])[CH3:29].[OH:1][CH2:2][c:3]1[cH:4][cH:5][c:6]([O:7][CH2:8][C:9](=[O:10])[OH:11])[cH:12][cH:13]1>>[OH:1][CH2:2][c:3]1[cH:4][cH:5][c:6]([O:7][CH2:8][C:9](=[O:10])[O:11][CH3:14])[cH:12][cH:13]1. The reactants are CN(C)C=O, CSc1ncc2cc(-c3c(Cl)cccc3Cl)c(=O)n(C)c2n1, NCc1ccccc1. Product: Cn1c(=O)c(-c2c(Cl)cccc2Cl)cc2cnc(NCc3ccccc3)nc21. As a reaction SMILES: [CH3:31][N:32]([CH3:33])[CH:34]=[O:35].[Cl:1][c:2]1[c:3](-[c:9]2[cH:10][c:11]3[c:12]([n:13][c:14]([S:17][CH3:18])[n:15][cH:16]3)[n:19]([CH3:22])[c:20]2=[O:21])[c:4]([Cl:8])[cH:5][cH:6][cH:7]1.[NH2:23][CH2:24][c:25]1[cH:26][cH:27][cH:28][cH:29][cH:30]1>>[Cl:1][c:2]1[c:3](-[c:9]2[cH:10][c:11]3[c:12]([n:13][c:14]([NH:23][CH2:24][c:25]4[cH:26][cH:27][cH:28][cH:29][cH:30]4)[n:15][cH:16]3)[n:19]([CH3:22])[c:20]2=[O:21])[c:4]([Cl:8])[cH:5][cH:6][cH:7]1. Starting materials: CC(C)(C)OC(=O)NC(Cc1cc(F)cc(F)c1)C(=O)O, O=C([O-])O, C1CCOC1, COS(=O)(=O)OC, [Li+], [Na+], [OH-], O. Yields the product COC(=O)C(Cc1cc(F)cc(F)c1)NC(=O)OC(C)(C)C. Reaction SMILES: [C:1]([CH3:2])([CH3:3])([CH3:4])[O:5][C:6](=[O:7])[NH:8][CH:9]([C:10](=[O:11])[OH:12])[CH2:13][c:14]1[cH:15][c:16]([F:21])[cH:17][c:18]([F:20])[cH:19]1.[C:32](=[O:33])([OH:34])[O-:35].[CH2:37]1[O:38][CH2:39][CH2:40][CH2:41]1.[CH3:25][O:26][S:27]([O:28][CH3:29])(=[O:30])=[O:31].[Li+:24].[Na+:36].[OH-:23].[OH2:22]>>[C:1]([CH3:2])([CH3:3])([CH3:4])[O:5][C:6](=[O:7])[NH:8][CH:9]([C:10]([O:11][CH3:25])=[O:12])[CH2:13][c:14]1[cH:15][c:16]([F:21])[cH:17][c:18]([F:20])[cH:19]1.